This data is from the Open Reaction Database (ORD), a public repository of structured organic reaction records. The task is: describe an organic reaction: reactants, conditions, products, and yield Reactants: N1C=C(C2=CC=CC=C12)C1CCN(CC1)CCOC1=C(C(=O)OC)C=CC=C1 (methyl 2-{2-[4-(1H-indol-3-yl)-piperidin-1-yl]-ethoxy}-benzoate), crude mixture, [H-].[Na+] (NaH), CC(CCI)C (3-methylbutyl iodide). Yields the product CC(CCN1C=C(C2=CC=CC=C12)C1CCN(CC1)CCOC1=C(C(=O)O)C=CC=C1)C (2-(2-{4-[1-(3-methyl-butyl)-1H-indol-3-yl]-piperidin-1-yl}-ethoxy)-benzoic acid). RXN SMILES: [NH:1]1[C:9]2[C:4](=[CH:5][CH:6]=[CH:7][CH:8]=2)[C:3]([CH:10]2[CH2:15][CH2:14][N:13]([CH2:16][CH2:17][O:18][C:19]3[CH:28]=[CH:27][CH:26]=[CH:25][C:20]=3[C:21]([O:23]C)=[O:22])[CH2:12][CH2:11]2)=[CH:2]1.[H-].[Na+].[CH3:31][CH:32]([CH3:36])[CH2:33][CH2:34]I>>[CH3:31][CH:32]([CH3:36])[CH2:33][CH2:34][N:1]1[C:9]2[C:4](=[CH:5][CH:6]=[CH:7][CH:8]=2)[C:3]([CH:10]2[CH2:15][CH2:14][N:13]([CH2:16][CH2:17][O:18][C:19]3[CH:28]=[CH:27][CH:26]=[CH:25][C:20]=3[C:21]([OH:23])=[O:22])[CH2:12][CH2:11]2)=[CH:2]1 |f:1.2|. Reported procedure: This compound was prepared following the procedure described in Example 138 (part B) starting with 3 g (7.9 mmol) of methyl 2-{2-[4-(1H-indol-3-yl)-piperidin-1-yl]-ethoxy}-benzoate, 0.54 g (13.5 mmol) of NaH in 60% of mineral oil and 1.67 g (11.08 mmol) of 3-methylbutyl iodide. The crude mixture was hydrolised following the procedure described in Example 138 (part C) and purified by chromatography over silica gel affording 2.7 g (77% of yield) of the desired product. Melting point=150-151° C. Reactants: C=C1C[C@H]([C@@H](C1)C(=O)O)C(=O)O (trans-4-methylene-1,2-cyclopentanedicarboxylic acid), C(C)(=O)OC(C)=O (acetic anhydride). Reaction conditions: temperature 100 celsius. Product: C=C1C[C@@H]2[C@@H](C(OC2=O)=O)C1 (cis-tetrahydro-5-methylene-1H-cyclopenta[c]furan-1,3(3aH)-dione). Yield: 28.4%. As a reaction SMILES: [CH2:1]=[C:2]1[CH2:6][C@@H:5]([C:7]([OH:9])=O)[C@H:4]([C:10]([OH:12])=[O:11])[CH2:3]1.C(OC(=O)C)(=O)C>>[CH2:1]=[C:2]1[CH2:3][C@@H:4]2[C:10](=[O:11])[O:12][C:7](=[O:9])[C@@H:5]2[CH2:6]1. Reported procedure: A suspension of the diacid 2 (689 mg, 4.05 mmol) from Example 1 in freshly distilled acetic anhydride (7 ml) was heated for 4 hours at 100° C. The majority of acetic anhydride was removed by distillation and the remainder was removed under a stream of nitrogen leaving a residue which was distilled (170°-175° C. at 1 mm Hg) giving the desired anhydride 3 (175 mg, 28%) as an oil which crystallized on standing: mp 50°-51° C.; Anal. calcd for C8H8O3 : C, 63.15; H, 5.30. Found: C, 62.91; H, 5.43. Reactants: COCCN, CO, CCOC(=N)c1ccc(C(=O)Nc2ccc(Cl)c(-c3ccccn3)c2)cc1. Yields the product COCCNC(=N)c1ccc(C(=O)Nc2ccc(Cl)c(-c3ccccn3)c2)cc1. As a reaction SMILES: [CH3:28][O:29][CH2:30][CH2:31][NH2:32].[CH3:33][OH:34].[Cl:1][c:2]1[c:3](-[c:22]2[n:23][cH:24][cH:25][cH:26][cH:27]2)[cH:4][c:5]([NH:8][C:9](=[O:10])[c:11]2[cH:12][cH:13][c:14]([C:15]([O:16][CH2:17][CH3:18])=[NH:19])[cH:20][cH:21]2)[cH:6][cH:7]1>>[Cl:1][c:2]1[c:3](-[c:22]2[n:23][cH:24][cH:25][cH:26][cH:27]2)[cH:4][c:5]([NH:8][C:9](=[O:10])[c:11]2[cH:12][cH:13][c:14]([C:15](=[NH:19])[NH:32][CH2:31][CH2:30][O:29][CH3:28])[cH:20][cH:21]2)[cH:6][cH:7]1. The reactants are CCOC(=O)CP(=O)(OCC)OCC, CC#N, [Cl-], [Li+], O=Cc1ccc(N2CCCCCC2)cc1, C1CCC2=NCCCN2CC1. Yields the product CCOC(=O)C=Cc1ccc(N2CCCCCC2)cc1. Reaction SMILES: [CH3:1][CH2:2][O:3][C:4](=[O:5])[CH2:6][P:7]([O:8][CH2:9][CH3:10])([O:11][CH2:12][CH3:13])=[O:14].[CH3:43][C:44]#[N:45].[Cl-:42].[Li+:41].[N:15]1([c:22]2[cH:23][cH:24][c:25]([CH:26]=[O:27])[cH:28][cH:29]2)[CH2:16][CH2:17][CH2:18][CH2:19][CH2:20][CH2:21]1.[N:30]12[CH2:31][CH2:32][CH2:33][N:34]=[C:35]1[CH2:36][CH2:37][CH2:38][CH2:39][CH2:40]2>>[CH3:1][CH2:2][O:3][C:4](=[O:5])[CH:6]=[CH:26][c:25]1[cH:24][cH:23][c:22]([N:15]2[CH2:16][CH2:17][CH2:18][CH2:19][CH2:20][CH2:21]2)[cH:29][cH:28]1.